From a dataset of the Open Reaction Database (ORD), a public repository of structured organic reaction records. describe an organic reaction: reactants, conditions, products, and yield Reactants: C(CC)OC1=C(C=CC=C1)C1=NC2=C(C=CC=C2C(N1)=O)I (2-(2-n-Propoxyphenyl)-8-Iodoquinazolin-4(3H)-One), C(CCC)N(CCCC)CCCC (tributylamine), C=CCCCCC (1-heptene), C1(=C(C=CC=C1)P(C1=C(C=CC=C1)C)C1=C(C=CC=C1)C)C (tri-o-tolylphosphine). Reagents/catalysts: C(C)(=O)[O-].[Pd+2].C(C)(=O)[O-] (palladium(II) acetate). Run in CN(C)C=O (DMF), C(C)(=O)OCC (ethyl acetate). Product: C(CC)OC1=C(C=CC=C1)C1=NC2=C(C=CC=C2C(N1)=O)C=CCCCCC (2-(2-n-Propoxyphenyl)-8-(1-Hepten-1-yl)Quinazolin-4(3H)-One). RXN SMILES: [CH2:1]([O:4][C:5]1[CH:10]=[CH:9][CH:8]=[CH:7][C:6]=1[C:11]1[NH:20][C:19](=[O:21])[C:18]2[C:13](=[C:14](I)[CH:15]=[CH:16][CH:17]=2)[N:12]=1)[CH2:2][CH3:3].C(N(CCCC)CCCC)CCC.[CH2:36]=[CH:37][CH2:38][CH2:39][CH2:40][CH2:41][CH3:42].C1(C)C=CC=CC=1P(C1C=CC=CC=1C)C1C=CC=CC=1C>CN(C=O)C.C([O-])(=O)C.[Pd+2].C([O-])(=O)C.C(OCC)(=O)C>[CH2:1]([O:4][C:5]1[CH:10]=[CH:9][CH:8]=[CH:7][C:6]=1[C:11]1[NH:20][C:19](=[O:21])[C:18]2[C:13](=[C:14]([CH:36]=[CH:37][CH2:38][CH2:39][CH2:40][CH2:41][CH3:42])[CH:15]=[CH:16][CH:17]=2)[N:12]=1)[CH2:2][CH3:3] |f:5.6.7|. Reported procedure: 5 g (12.31 mmoles) of the compound from Example III, 3.7 ml (15.4 mmoles) of tributylamine, 6.6 ml (46.2 mmoles) of 1-heptene, 375 mg of tri-o-tolylphosphine (1.23 mmoles), and 138 mg of palladium(II) acetate (0.6 mmole) are stirred in 50 ml of dry DMF for 2.5 h at 100° C. The mixture is cooled to room temperature, 50 ml of ethyl acetate is added, and the mixture is washed 3 times with 50-ml portions of H2O. After drying over MgSO4, the organic phase is evaporated under vacuum, and the residue i...